describe an organic reaction: reactants, conditions, products, and yield From a dataset of the Open Reaction Database (ORD), a public repository of structured organic reaction records. Reactants: COc1cc([N+](=O)[O-])ccc1S, Clc1ccc2sc(Cl)nc2c1. Product: COc1cc([N+](=O)[O-])ccc1Sc1nc2cc(Cl)ccc2s1. As a reaction SMILES: [CH3:1][O:2][c:3]1[c:4]([SH:12])[cH:5][cH:6][c:7]([N+:9](=[O:10])[O-:11])[cH:8]1.[Cl:13][c:14]1[s:15][c:16]2[c:17]([n:18]1)[cH:19][c:20]([Cl:23])[cH:21][cH:22]2>>[CH3:1][O:2][c:3]1[c:4]([S:12][c:14]2[s:15][c:16]3[c:17]([n:18]2)[cH:19][c:20]([Cl:23])[cH:21][cH:22]3)[cH:5][cH:6][c:7]([N+:9](=[O:10])[O-:11])[cH:8]1. Reactants: ClCC=1N=C(SC1)C1=CC=C(C=C1)Cl (4-(chloromethyl)-2-(4-chlorophenyl)-1,3-thiazole), C([O-])(O)=O.[Na+] (sodium bicarbonate), NC1=NC(=C(C(=C1C#N)C1CCC(CC1)OCCO[Si](C1=CC=CC=C1)(C1=CC=CC=C1)C(C)(C)C)C#N)S (2-Amino-4-[4-(2-{[tert-butyl(diphenyl)silyl]oxy}ethoxy)cyclohexyl]-6-mercaptopyridine-3,5-dicarbonitrile). The solvent is CN(C)C=O (DMF). Run at time 8 hour. Yields the product NC1=NC(=C(C(=C1C#N)C1CCC(CC1)OCCO[Si](C1=CC=CC=C1)(C1=CC=CC=C1)C(C)(C)C)C#N)SCC=1N=C(SC1)C1=CC=C(C=C1)Cl (2-Amino-4-[4-(2-{[tert-butyl(diphenyl)silyl]oxy}ethoxy)cyclohexyl]-6-({[2-(4-chlorophenyl)-1,3-thiazol-4-yl]methyl}thio)pyridine-3,5-dicarbonitrile). Reaction SMILES: [NH2:1][C:2]1[C:7]([C:8]#[N:9])=[C:6]([CH:10]2[CH2:15][CH2:14][CH:13]([O:16][CH2:17][CH2:18][O:19][Si:20]([C:33]([CH3:36])([CH3:35])[CH3:34])([C:27]3[CH:32]=[CH:31][CH:30]=[CH:29][CH:28]=3)[C:21]3[CH:26]=[CH:25][CH:24]=[CH:23][CH:22]=3)[CH2:12][CH2:11]2)[C:5]([C:37]#[N:38])=[C:4]([SH:39])[N:3]=1.Cl[CH2:41][C:42]1[N:43]=[C:44]([C:47]2[CH:52]=[CH:51][C:50]([Cl:53])=[CH:49][CH:48]=2)[S:45][CH:46]=1.C(=O)(O)[O-].[Na+]>CN(C=O)C>[NH2:1][C:2]1[C:7]([C:8]#[N:9])=[C:6]([CH:10]2[CH2:15][CH2:14][CH:13]([O:16][CH2:17][CH2:18][O:19][Si:20]([C:33]([CH3:35])([CH3:36])[CH3:34])([C:27]3[CH:28]=[CH:29][CH:30]=[CH:31][CH:32]=3)[C:21]3[CH:22]=[CH:23][CH:24]=[CH:25][CH:26]=3)[CH2:12][CH2:11]2)[C:5]([C:37]#[N:38])=[C:4]([S:39][CH2:41][C:42]2[N:43]=[C:44]([C:47]3[CH:52]=[CH:51][C:50]([Cl:53])=[CH:49][CH:48]=3)[S:45][CH:46]=2)[N:3]=1 |f:2.3|. Reported procedure: 300 mg (0.32 mmol) of the compound from Example 6A (isomer mixture) are dissolved in 2.4 ml of dry DMF, 95 mg (0.39 mmol) of 4-(chloromethyl)-2-(4-chlorophenyl)-1,3-thiazole and 109 mg of sodium bicarbonate are added and the mixture is stirred at RT for 8 h. The mixture is then directly purified by preparative HPLC (column: YMC GEL ODS-AQ S-5/15 μm; mobile phase gradient: acetonitrile/water 10:90→95:5), the cis/trans isomers being separated in the process.